From a dataset of the Open Reaction Database (ORD), a public repository of structured organic reaction records. describe an organic reaction: reactants, conditions, products, and yield Starting materials: N1=NC(=CC1)C(=O)OCC (ethyl 5H-pyrazole-3-carboxylate), BrCC1=CC(=C(C=C1)C=1SC2=NC(=CC=C2N1)C1(CC1)C1=CC=CC=C1)F (2-(4-(bromomethyl)-2-fluorophenyl)-5-(1-phenylcyclopropyl)-thiazolo[5,4-b]pyridine), CC(C)([O-])C (tert-butoxide). Run in C(C)O (ethyl alcohol). Conditions: temperature 70 celsius. Product: FC=1C=C(CN2N=C(C=C2)C(=O)OCC)C=CC1C=1SC2=NC(=CC=C2N1)C1(CC1)C1=CC=CC=C1 (ethyl 1-(3-fluoro-4-(5-(1-phenyl-cyclopropyl)thiazolo[5,4-b]pyridin-2-yl)benzyl)-1H-pyrazole-3-carboxylate), FC=1C=C(CN2N=CC=C2C(=O)OCC)C=CC1C=1SC2=NC(=CC=C2N1)C1(CC1)C1=CC=CC=C1 (ethyl 1-(3-fluoro-4-(5-(1-phenylcyclopropyl)thiazolo[5,4-b]pyridin-2-yl)benzyl)-1H-pyrazole-5-carboxylate). As a reaction SMILES: [N:1]1[CH2:5][CH:4]=[C:3]([C:6]([O:8][CH2:9][CH3:10])=[O:7])[N:2]=1.CC(C)([O-])C.Br[CH2:17][C:18]1[CH:23]=[CH:22][C:21]([C:24]2[S:25][C:26]3[C:31]([N:32]=2)=[CH:30][CH:29]=[C:28]([C:33]2([C:36]4[CH:41]=[CH:40][CH:39]=[CH:38][CH:37]=4)[CH2:35][CH2:34]2)[N:27]=3)=[C:20]([F:42])[CH:19]=1>C(O)C>[F:42][C:20]1[CH:19]=[C:18]([CH:23]=[CH:22][C:21]=1[C:24]1[S:25][C:26]2[C:31]([N:32]=1)=[CH:30][CH:29]=[C:28]([C:33]1([C:36]3[CH:37]=[CH:38][CH:39]=[CH:40][CH:41]=3)[CH2:34][CH2:35]1)[N:27]=2)[CH2:17][N:1]1[CH:5]=[CH:4][C:3]([C:6]([O:8][CH2:9][CH3:10])=[O:7])=[N:2]1.[F:42][C:20]1[CH:19]=[C:18]([CH:23]=[CH:22][C:21]=1[C:24]1[S:25][C:26]2[C:31]([N:32]=1)=[CH:30][CH:29]=[C:28]([C:33]1([C:36]3[CH:37]=[CH:38][CH:39]=[CH:40][CH:41]=3)[CH2:34][CH2:35]1)[N:27]=2)[CH2:17][N:2]1[C:3]([C:6]([O:8][CH2:9][CH3:10])=[O:7])=[CH:4][CH:5]=[N:1]1. Reported procedure: In a sealable tube was dissolved ethyl 5H-pyrazole-3-carboxylate (0.137 g, 0.979 mmol) in ethyl alcohol (3 mL). To the solution was added tert-butoxide (0.0941 g, 0.979 mmol) followed by 2-(4-(bromomethyl)-2-fluorophenyl)-5-(1-phenylcyclopropyl)-thiazolo[5,4-b]pyridine (0.215 g, 0.489 mmol) and the reaction mixture was heated to 70° C. for 1 h. The crude reaction mixture containing an isomeric mixture was concentrated in vacuo and purified by silica gel chromatography to afford ethyl 1-(3-fluoro... Starting materials: O (H2O), ClN1C(N(C(N(C1=O)Cl)=O)Cl)=O (trichloroisocyanuric acid). Yields the product ClO (hypochlorous acid), mono and di-chloroisocyanuric acid, N1C(=O)NC(=O)NC1=O (isocyanuric acid). As a reaction SMILES: [Cl:1][N:2]1[C:7](=[O:8])[N:6](Cl)[C:5](=[O:10])[N:4](Cl)[C:3]1=[O:12].[OH2:13]>>[Cl:1][OH:13].[NH:2]1[C:7](=[O:8])[NH:6][C:5](=[O:10])[NH:4][C:3]1=[O:12]. Procedure: In moisture, trichloroisocyanuric acid is slightly soluble (1.5-2 gr/100 gr H2O) and gives off hypochlorous acid, mono and di-chloroisocyanuric acid and isocyanuric acid.